From a dataset of the Open Reaction Database (ORD), a public repository of structured organic reaction records. describe an organic reaction: reactants, conditions, products, and yield Reactants: COC(C(C(C(=C)C1=CC=CC=C1)O)NC=O)=O (2-formylamino-3-hydroxy-4-phenyl-4-pentenoic acid methyl ester), S(=O)(Br)Br (thionyl bromide), P(OCC)(OCC)OCC (triethyl phosphite). The solvent is C(C)(=O)OCC.CCCCCC (ethyl acetate hexane). Yields the product COC(C(\C=C(\CP(=O)(OCC)OCC)/C1=CC=CC=C1)NC=O)=O (E-2-formylamino-4-phenyl-5-diethylphosphono-3-pentenoic acid methyl ester). As a reaction SMILES: [CH3:1][O:2][C:3](=[O:18])[CH:4]([NH:15][CH:16]=[O:17])[CH:5](O)[C:6]([C:8]1[CH:13]=[CH:12][CH:11]=[CH:10][CH:9]=1)=[CH2:7].S(Br)(Br)=O.[P:23]([O:30]CC)([O:27][CH2:28][CH3:29])[O:24][CH2:25][CH3:26]>C(OCC)(=O)C.CCCCCC>[CH3:1][O:2][C:3](=[O:18])[CH:4]([NH:15][CH:16]=[O:17])/[CH:5]=[C:6](\[C:8]1[CH:13]=[CH:12][CH:11]=[CH:10][CH:9]=1)/[CH2:7][P:23]([O:27][CH2:28][CH3:29])([O:24][CH2:25][CH3:26])=[O:30] |f:3.4|. Reported procedure: By reaction of the 2-formylamino-3-hydroxy-4-phenyl-4-pentenoic acid methyl ester with thionyl bromide and subsequent treatment with triethyl phosphite in a manner analogous to that described in Example 1, and after chromatography (silica gel; ethyl acetate/hexane 4:1), E-2-formylamino-4-phenyl-5-diethylphosphono-3-pentenoic acid methyl ester is obtained in the form of a colourless oil. 1H-NMR (CDCl3): 2.98 (d, 2H,C(5)-H); 5.03 (dd, 1H, C(2)-H); 5.77 (dd, 1H, C(3)-H). Starting materials: COS(=O)(=O)[O-].COC=1C2=C(C=C3C=C[N+](=CC13)C)OCO2 (8-methoxy-2-methyl-6,7-methylenedioxyisoquinolinium methyl sulfate), B.[Na] (sodium boron hydride), Cl (hydrochloric acid), C(Cl)Cl (methylene chloride). Run in O (water), O (water). Reaction conditions: time 2 hour. Product: COC=1C2=C(C=C3CCN(CC13)C)OCO2 (8-methoxy-2-methyl-6,7-methylenedioxy-1,2,3,4-tetrahydroisoquinoline). Yield: 79.0%. RXN SMILES: COS([O-])(=O)=O.[CH3:7][O:8][C:9]1[C:10]2[O:22][CH2:21][O:20][C:11]=2[CH:12]=[C:13]2[C:18]=1[CH:17]=[N+:16]([CH3:19])[CH:15]=[CH:14]2.B.[Na].C(Cl)Cl.Cl>O>[CH3:7][O:8][C:9]1[C:10]2[O:22][CH2:21][O:20][C:11]=2[CH:12]=[C:13]2[C:18]=1[CH2:17][N:16]([CH3:19])[CH2:15][CH2:14]2 |f:0.1,2.3,^1:23|. Reported procedure: 8-Methoxy-2-methyl-6,7-methylenedioxyisoquinolinium methyl sulfate (6) in an amount of 1.47 g (4.47 mmol) was dissolved in 20 ml of water, to which 0.34 g (9 mmol) of sodium boron hydride was portionwise added under cooling with water. After stirring the mixture for two hours, 10 ml of methylene chloride was added and the solution was rendered acidic with concentrated hydrochloric acid. The solution was separated and the methylene chloride layer was extracted with 2N hydrochloric acid. The aqueo... Product: CC(CCCCCC)=O (2-octanone). As a reaction SMILES: [CH3:1][CH:2]([OH:9])[CH2:3][CH2:4][CH2:5][CH2:6][CH2:7][CH3:8].C(OC(C1C=C2C(=O)N(O)C(=O)C2=CC=1)=O)CCCCCCCCCCC.O=O>C([O-])(=O)C.[Co+2].C([O-])(=O)C>[CH3:1][C:2](=[O:9])[CH2:3][CH2:4][CH2:5][CH2:6][CH2:7][CH3:8] |f:3.4.5|. The yield is 6.3%. Procedure details: A mixture of 24 mmol of 2-octanol, 0.1 mmol of 4-dodecyloxycarbonyl-N-hydroxyphthalimide and 0.005 mmol of cobalt(II) acetate was stirred at 70° C. in an atmosphere of oxygen gas (1 atm=0.1 MPa) for 3 hours and thereby yielded 1.52 mmol of 2-octanone. Starting materials: CC(CCCCCC)O (2-octanol), C(CCCCCCCCCCC)OC(=O)C=1C=C2C(C(=O)N(C2=O)O)=CC1 (4-dodecyloxycarbonyl-N-hydroxyphthalimide), O=O (oxygen). The reagents and catalysts are C(C)(=O)[O-].[Co+2].C(C)(=O)[O-] (cobalt(II) acetate). Reactants: Br, CCN=C=NCCCN(C)C, ClCCl, FC(F)(F)c1ccc2c(c1)CNC2, O=C(O)CN1CCC(c2ccc(F)cc2)C1=O. As a reaction SMILES: [BrH:18].[CH2:32]([N:33]=[C:34]=[N:35][CH2:36][CH2:37][CH2:38][N:39]([CH3:40])[CH3:41])[CH3:42].[Cl:43][CH2:44][Cl:45].[F:19][C:20]([c:21]1[cH:22][c:23]2[c:27]([cH:28][cH:29]1)[CH2:26][NH:25][CH2:24]2)([F:30])[F:31].[F:1][c:2]1[cH:3][cH:4][c:5]([CH:8]2[C:9](=[O:17])[N:10]([CH2:13][C:14](=[O:15])[OH:16])[CH2:11][CH2:12]2)[cH:6][cH:7]1>>[F:1][c:2]1[cH:3][cH:4][c:5]([CH:8]2[C:9](=[O:17])[N:10]([CH2:13][C:14](=[O:16])[N:25]3[CH2:24][c:23]4[cH:22][c:21]([C:20]([F:19])([F:30])[F:31])[cH:29][cH:28][c:27]4[CH2:26]3)[CH2:11][CH2:12]2)[cH:6][cH:7]1. Product: O=C(CN1CCC(c2ccc(F)cc2)C1=O)N1Cc2ccc(C(F)(F)F)cc2C1. The reactants are resultant mixture, ClC=1C=CC(=C(C1)C1=C(C=CC=C1)Cl)OCC=O ((5,2′-dichloro-biphenyl-2-yloxy)-acetaldehyde), solution, [Cl-].[Na+].NCCNS(=O)(=O)C=1C=2C=CN=C(C2C=CC1)O (1-hydroxy-isoquinoline-5-sulfonic acid (2-amino-ethyl)-amide sodium chloride), [BH4-].[Na+] (sodium borohydride). Run in CO (CH3OH). Run at temperature 0 celsius, time 1 hour. Product: Cl.ClC=1C=CC(=C(C1)C1=C(C=CC=C1)Cl)OCCNCCNS(=O)(=O)C=1C=2C=CN=C(C2C=CC1)O (1-Hydroxy-isoquinoline-5-sulfonic acid {2-[2-(5,2′-dichloro-biphenyl-2-yloxy)-ethylamino]-ethyl}-amide hydrochloride). Reaction SMILES: [Cl:1][C:2]1[CH:3]=[CH:4][C:5]([O:15][CH2:16][CH:17]=O)=[C:6]([C:8]2[CH:13]=[CH:12][CH:11]=[CH:10][C:9]=2[Cl:14])[CH:7]=1.[Cl-].[Na+].[NH2:21][CH2:22][CH2:23][NH:24][S:25]([C:28]1[C:29]2[CH:30]=[CH:31][N:32]=[C:33]([OH:38])[C:34]=2[CH:35]=[CH:36][CH:37]=1)(=[O:27])=[O:26].[BH4-].[Na+]>CO>[ClH:1].[Cl:1][C:2]1[CH:3]=[CH:4][C:5]([O:15][CH2:16][CH2:17][NH:21][CH2:22][CH2:23][NH:24][S:25]([C:28]2[C:29]3[CH:30]=[CH:31][N:32]=[C:33]([OH:38])[C:34]=3[CH:35]=[CH:36][CH:37]=2)(=[O:26])=[O:27])=[C:6]([C:8]2[CH:13]=[CH:12][CH:11]=[CH:10][C:9]=2[Cl:14])[CH:7]=1 |f:1.2.3,4.5,7.8|. Procedure: A 6.0 mL of the (5,2′-dichloro-biphenyl-2-yloxy)-acetaldehyde stock solution (1.88 mmol) is added to a stirred mixture of 1-hydroxy-isoquinoline-5-sulfonic acid (2-amino-ethyl)-amide sodium chloride (438 mg, 1.34 mmol) and 4 Å molecular sieve (400 mg) in anhydrous CH3OH (8 mL) at ambient temperature under nitrogen. The resultant mixture is stirred for 16 hours. After being cooled to 0° C., the mixture is treated with powdered sodium borohydride (112 mg, 2.95 mmol), then stirred at 0° C. for 1 ho... Yields the product Brc1ccccc1-n1c(Br)nnc1-c1ccc(-c2ccccc2)nc1. Starting materials: Brc1ccccc1-n1cnnc1-c1ccc(-c2ccccc2)nc1, O=C1CCC(=O)N1Br, ClC(Cl)(Cl)Cl, CC(=O)O. Reaction SMILES: [Br:1][c:2]1[c:3](-[n:8]2[c:9](-[c:13]3[cH:14][cH:15][c:16](-[c:19]4[cH:20][cH:21][cH:22][cH:23][cH:24]4)[n:17][cH:18]3)[n:10][n:11][cH:12]2)[cH:4][cH:5][cH:6][cH:7]1.[Br:25][N:26]1[C:27](=[O:28])[CH2:29][CH2:30][C:31]1=[O:32].[C:33]([Cl:34])([Cl:35])([Cl:36])[Cl:37].[CH3:38][C:39](=[O:40])[OH:41]>>[Br:1][c:2]1[c:3](-[n:8]2[c:9](-[c:13]3[cH:14][cH:15][c:16](-[c:19]4[cH:20][cH:21][cH:22][cH:23][cH:24]4)[n:17][cH:18]3)[n:10][n:11][c:12]2[Br:25])[cH:4][cH:5][cH:6][cH:7]1.